Dataset: the Open Reaction Database (ORD), a public repository of structured organic reaction records. Task: describe an organic reaction: reactants, conditions, products, and yield Starting materials: CC(=O)O, CC(C)C(=O)Nc1cccc(C2CCNCC2)c1, O=Cc1ccc2[nH]ccc2c1. The product is CC(C)C(=O)Nc1cccc(C2CCN(Cc3ccc4[nH]ccc4c3)CC2)c1. Reaction SMILES: [C:30]([OH:31])(=[O:32])[CH3:33].[CH3:12][CH:13]([C:14](=[O:15])[NH:16][c:17]1[cH:18][c:19]([CH:23]2[CH2:24][CH2:25][NH:26][CH2:27][CH2:28]2)[cH:20][cH:21][cH:22]1)[CH3:29].[nH:1]1[cH:2][cH:3][c:4]2[cH:5][c:6]([CH:10]=[O:11])[cH:7][cH:8][c:9]12>>[nH:1]1[cH:2][cH:3][c:4]2[cH:5][c:6]([CH2:10][N:26]3[CH2:25][CH2:24][CH:23]([c:19]4[cH:18][c:17]([NH:16][C:14]([CH:13]([CH3:12])[CH3:29])=[O:15])[cH:22][cH:21][cH:20]4)[CH2:28][CH2:27]3)[cH:7][cH:8][c:9]12. The reactants are BrC=1C=C2CCC(NC2=CC1)=O (6-bromo-3,4-dihydrocarbostyril), C[Si](C)(C)C#C (trimethylsilylacetylene), cuprous iodide. Reagents/catalysts: Cl[Pd]([P](C1=CC=CC=C1)(C2=CC=CC=C2)C3=CC=CC=C3)([P](C4=CC=CC=C4)(C5=CC=CC=C5)C6=CC=CC=C6)Cl (bis(triphenylphosphine)palladium dichloride). The solvent is N1=CC=CC=C1 (pyridine), C(C)N(CC)CC (triethylamine). Run at time 18 hour. The product is C(#C)C=1C=C2CCC(NC2=CC1)=O (6-ethynyl-3,4-dihydrocarbostyril). RXN SMILES: Br[C:2]1[CH:3]=[C:4]2[C:9](=[CH:10][CH:11]=1)[NH:8][C:7](=[O:12])[CH2:6][CH2:5]2.C[Si]([C:17]#[CH:18])(C)C>N1C=CC=CC=1.C(N(CC)CC)C.Cl[Pd](Cl)([P](C1C=CC=CC=1)(C1C=CC=CC=1)C1C=CC=CC=1)[P](C1C=CC=CC=1)(C1C=CC=CC=1)C1C=CC=CC=1>[C:17]([C:2]1[CH:3]=[C:4]2[C:9](=[CH:10][CH:11]=1)[NH:8][C:7](=[O:12])[CH2:6][CH2:5]2)#[CH:18] |^1:34,53|. Reported procedure: A mixture of 8.0 g of 6-bromo-3,4-dihydrocarbostyril, 6.95 g of trimethylsilylacetylene, 460 mg of bis(triphenylphosphine)palladium dichloride and 62 mg of cuprous iodide in 53 ml of pyridine and 11 ml of triethylamine was refluxed for 3 days. The solvent was removed under reduced pressure, 50 ml of methanol added along with 300 mg of potassium carbonate, and the mixture stirred under nitrogen for 18 hours. The solvent was removed under reduced pressure and the residue chromatographed on silica ...